From a dataset of the Open Reaction Database (ORD), a public repository of structured organic reaction records. describe an organic reaction: reactants, conditions, products, and yield The reactants are CCO, [H][H], CC(O)CCCCn1c(=O)c2c(nc(CN=[N+]=[N-])n2Cc2ccccc2)n(C)c1=O. The product is CC(O)CCCCn1c(=O)c2c(nc(CN)n2Cc2ccccc2)n(C)c1=O. RXN SMILES: [CH3:33][CH2:34][OH:35].[H:31][H:32].[OH:1][CH:2]([CH2:3][CH2:4][CH2:5][CH2:6][n:7]1[c:8](=[O:9])[n:10]([CH3:29])[c:11]2[n:12][c:13]([CH2:25][N:26]=[N+:27]=[N-:28])[n:14]([CH2:18][c:19]3[cH:20][cH:21][cH:22][cH:23][cH:24]3)[c:15]2[c:16]1=[O:17])[CH3:30]>>[OH:1][CH:2]([CH2:3][CH2:4][CH2:5][CH2:6][n:7]1[c:8](=[O:9])[n:10]([CH3:29])[c:11]2[n:12][c:13]([CH2:25][NH2:26])[n:14]([CH2:18][c:19]3[cH:20][cH:21][cH:22][cH:23][cH:24]3)[c:15]2[c:16]1=[O:17])[CH3:30]. The reactants are OC1=C2C(=NC=C1)C(C1=C(CC2)C=C(C=C1)Cl)=C1CCN(CC1)C(CC=1C=NC=CC1)=O (4-[4-HYDROXY-8-CHLORO-5,6-DIHYDRO-11H-BENZO[5,6]CYCLOHEPTA[1,2-b]PYRIDIN-11-YLIDENE]-1-(3-PYRIDINEYLACETYL)-PIPERIDINE), C(C)(=O)O (acetic acid), BrBr.C(C)(=O)O (bromine acetic acid). Solvent: O (water). Reaction conditions: time 10 minute. Yields the product BrC=1C(=C2C(=NC1)C(C1=C(CC2)C=C(C=C1)Cl)=C1CCN(CC1)C(CC=1C=NC=CC1)=O)O (4-[3-BROMO-4-HYDROXY-8-CHLORO-5,6-DIHYDRO-11H-BENZO[5,6]CYCLOHEPTA[1,2-b]PYRIDIN-11-YLIDENE]-1-(3-PYRIDINYLACETYL)-PIPERIDINE). Yield: 71.0%. RXN SMILES: [OH:1][C:2]1[CH:7]=[CH:6][N:5]=[C:4]2[C:8](=[C:18]3[CH2:23][CH2:22][N:21]([C:24](=[O:32])[CH2:25][C:26]4[CH:27]=[N:28][CH:29]=[CH:30][CH:31]=4)[CH2:20][CH2:19]3)[C:9]3[CH:16]=[CH:15][C:14]([Cl:17])=[CH:13][C:10]=3[CH2:11][CH2:12][C:3]=12.C(O)(=O)C.[Br:37]Br.C(O)(=O)C>O>[Br:37][C:7]1[C:2]([OH:1])=[C:3]2[CH2:12][CH2:11][C:10]3[CH:13]=[C:14]([Cl:17])[CH:15]=[CH:16][C:9]=3[C:8](=[C:18]3[CH2:23][CH2:22][N:21]([C:24](=[O:32])[CH2:25][C:26]4[CH:27]=[N:28][CH:29]=[CH:30][CH:31]=4)[CH2:20][CH2:19]3)[C:4]2=[N:5][CH:6]=1 |f:2.3|. Reported procedure: To a solution of the title compound from Example 252 (0.19 grams) and glacial acetic acid (4 mL) was added a 0.7M bromine-acetic acid solution (0.7 mL) at 25° C. under N2. After 10 minutes, water was added and the resulting solid was filtered and washed with water several times and dried to give the title compound (0.18 grams, 71%, MH+ 526). The reactants are C(C)(C)C1=CC=C(CCl)C=C1 (4-isopropylbenzyl chloride), [C-]#N.[Na+] (sodium cyanide), O (water). The solvent is CN(C=O)C (N,N-dimethylformamide). Conditions: temperature 70 celsius, time 4 hour. Yields the product C(C)(C)C1=CC=C(C=C1)CC#N ((4-isopropylphenyl)acetonitrile). Isolated yield 102.2%. As a reaction SMILES: [CH:1]([C:4]1[CH:11]=[CH:10][C:7]([CH2:8]Cl)=[CH:6][CH:5]=1)([CH3:3])[CH3:2].[C-:12]#[N:13].[Na+].O>CN(C)C=O>[CH:1]([C:4]1[CH:11]=[CH:10][C:7]([CH2:8][C:12]#[N:13])=[CH:6][CH:5]=1)([CH3:3])[CH3:2] |f:1.2|. Procedure: To a stirred solution of 100 g of 4-isopropylbenzyl chloride in 1500 mL of N,N-dimethylformamide was added 32.0 g of sodium cyanide under ice-cooling. The mixture was stirred at 70° C. for 4 hours, and water was added to the reaction mixture. The mixture was extracted with ethyl acetate, and the organic layer was washed with water and brine, and dried over anhydrous magnesium sulfate. The solvent was removed under reduced pressure to give 96.5 g of (4-isopropylphenyl)acetonitrile. The reactants are stainless steel, ClC1=CC=C(C(=C1C#N)NC)[N+](=O)[O-] (6-chloro-2-methylamino-3-nitrobenzonitrile), solution, N (ammonia). The solvent is C(C)O (ethanol). Product: NC1=CC=C(C(=C1C#N)NC)[N+](=O)[O-] (6-amino-2-methylamino-3-nitro-benzonitrile). The yield is 95.0%. Reaction SMILES: Cl[C:2]1[C:7]([C:8]#[N:9])=[C:6]([NH:10][CH3:11])[C:5]([N+:12]([O-:14])=[O:13])=[CH:4][CH:3]=1.[NH3:15]>C(O)C>[NH2:15][C:2]1[C:7]([C:8]#[N:9])=[C:6]([NH:10][CH3:11])[C:5]([N+:12]([O-:14])=[O:13])=[CH:4][CH:3]=1. Procedure details: A suspension of the above amine (30.0 g, 142 mmol) in a 5.3 M solution of ammonia in ethanol (200 mL) was heated in a sealed stainless steel reaction vessel (600 mL capacity) at 90° C. for 24 h. The reaction vessel was cooled to room temperature, then to 0° C., and opened. The product was filtered, washed with ethanol (30 mL) and dried to give 6-amino-2-methylamino-3-nitro-benzonitrile (25.94 g, 95%) as a yellow solid. RXN SMILES: [Cl:1][C:2]1[CH:16]=[CH:15][C:5]2[N:6]([CH2:11][CH2:12][CH2:13]O)[C:7]([CH2:9][CH3:10])=[N:8][C:4]=2[CH:3]=1.S(Cl)([Cl:19])=O>ClC(Cl)Cl>[Cl:1][C:2]1[CH:16]=[CH:15][C:5]2[N:6]([CH2:11][CH2:12][CH2:13][Cl:19])[C:7]([CH2:9][CH3:10])=[N:8][C:4]=2[CH:3]=1. Starting materials: ClC1=CC2=C(N(C(=N2)CC)CCCO)C=C1 (5-chloro-2-ethyl-1H-benzimidazole-1-propanol), S(=O)(Cl)Cl (sulfinyl chloride). Reported procedure: To a stirred mixture of 4 parts of 5-chloro-2-ethyl-1H-benzimidazole-1-propanol and 150 parts of trichloromethane are added dropwise 9.6 parts of sulfinyl chloride. Upon completion, the whole is heated to reflux and stirring is continued for 2 hours at reflux temperature. The reaction mixture is cooled and evaporated. The residue is taken up in water and stirred with activated charcoal. The latter is filtered off and the filtrate is alkalized with ammonium hydroxide. The product is extracted wit... The product is ClC1=CC2=C(N(C(=N2)CC)CCCCl)C=C1 (5-chloro-1-(3-chloropropyl)-2-ethyl-1H-benzimidazole). Conditions: time 2 hour. Run in ClC(Cl)Cl (trichloromethane). Reactants: CC=1C=C(CC=2NC(C(=C(N2)SC)C#N)=O)C=CC1 (2-(3-methylbenzyl)-4-(methylsulphanyl)-6-oxo-1,6-dihydro-5-pyrimidinecarbonitrile), N1CCC(CC1)CCO (2-(4-piperidinyl)ethan-1-ol). The solvent is C(C)#N (acetonitrile). The product is OCCC1CCN(CC1)C=1N=C(NC(C1C#N)=O)CC1=CC(=CC=C1)C (4-[4-(2-Hydroxyethyl)-1-piperidinyl]-2-(3-methylbenzyl)-6-oxo-1,6-dihydro-5-pyrimidinecarbonitrile). Reaction SMILES: [CH3:1][C:2]1[CH:3]=[C:4]([CH:17]=[CH:18][CH:19]=1)[CH2:5][C:6]1[NH:7][C:8](=[O:16])[C:9]([C:14]#[N:15])=[C:10](SC)[N:11]=1.[NH:20]1[CH2:25][CH2:24][CH:23]([CH2:26][CH2:27][OH:28])[CH2:22][CH2:21]1>C(#N)C>[OH:28][CH2:27][CH2:26][CH:23]1[CH2:24][CH2:25][N:20]([C:10]2[N:11]=[C:6]([CH2:5][C:4]3[CH:17]=[CH:18][CH:19]=[C:2]([CH3:1])[CH:3]=3)[NH:7][C:8](=[O:16])[C:9]=2[C:14]#[N:15])[CH2:21][CH2:22]1. Procedure: 0.1 g (0.37 mmol) of 2-(3-methylbenzyl)-4-(methylsulphanyl)-6-oxo-1,6-dihydro-5-pyrimidinecarbonitrile is heated with 0.142 g (1.16 mmol) of 2-(4-piperidinyl)ethan-1-ol in 3 ml of acetonitrile at 90° C. under argon for seven days. After cooling to room temperature, the crude product is purified by preparative HPLC. 0.047 g (36% of theory) of the title compound is obtained as a colourless solid. Reactants: C=CCc1c([N+](=O)[O-])ccc2c1OC(COS(=O)(=O)c1ccc(C)cc1)CO2, c1ccccc1. Product: CC=Cc1c([N+](=O)[O-])ccc2c1OC(COS(=O)(=O)c1ccc(C)cc1)CO2. RXN SMILES: [CH3:1][c:2]1[cH:3][cH:4][c:5]([S:8](=[O:9])(=[O:10])[O:11][CH2:12][CH:13]2[CH2:14][O:15][c:16]3[c:17]([c:19]([CH2:26][CH:27]=[CH2:28])[c:20]([N+:23](=[O:24])[O-:25])[cH:21][cH:22]3)[O:18]2)[cH:6][cH:7]1.[cH:29]1[cH:30][cH:31][cH:32][cH:33][cH:34]1>>[CH3:1][c:2]1[cH:3][cH:4][c:5]([S:8](=[O:9])(=[O:10])[O:11][CH2:12][CH:13]2[CH2:14][O:15][c:16]3[c:17]([c:19]([CH:26]=[CH:27][CH3:28])[c:20]([N+:23](=[O:24])[O-:25])[cH:21][cH:22]3)[O:18]2)[cH:6][cH:7]1.